This data is from the Open Reaction Database (ORD), a public repository of structured organic reaction records. The task is: describe an organic reaction: reactants, conditions, products, and yield Reactants: ClC=1C=C2C(=CNC2=CC1)CCN1C(C(NCC1)CC(=O)OCC)=O (Ethyl 4-[2-(5-chloro-1H-indol-3-yl)-ethyl]-3-oxo-2-piperazine acetate), C(C1=CC=CC=C1)(=O)Cl (benzoyl chloride). The product is C(C1=CC=CC=C1)(=O)N1C(C(N(CC1)CCC1=CNC2=CC=C(C=C12)Cl)=O)CC(=O)OCC (Ethyl 1-benzoyl-4-[2-(5-chloro-1H-indol-3-yl)-ethyl]-3-oxo-2-piperazine acetate). Reaction SMILES: [Cl:1][C:2]1[CH:3]=[C:4]2[C:8](=[CH:9][CH:10]=1)[NH:7][CH:6]=[C:5]2[CH2:11][CH2:12][N:13]1[CH2:18][CH2:17][NH:16][CH:15]([CH2:19][C:20]([O:22][CH2:23][CH3:24])=[O:21])[C:14]1=[O:25].[C:26](Cl)(=[O:33])[C:27]1[CH:32]=[CH:31][CH:30]=[CH:29][CH:28]=1>>[C:26]([N:16]1[CH2:17][CH2:18][N:13]([CH2:12][CH2:11][C:5]2[C:4]3[C:8](=[CH:9][CH:10]=[C:2]([Cl:1])[CH:3]=3)[NH:7][CH:6]=2)[C:14](=[O:25])[CH:15]1[CH2:19][C:20]([O:22][CH2:23][CH3:24])=[O:21])(=[O:33])[C:27]1[CH:32]=[CH:31][CH:30]=[CH:29][CH:28]=1. Procedure: Using the procedure of Step D of Example 1, 11 g of the product of Step C and 3.5 ml of benzoyl chloride were reacted to obtain 13 g of the expected product.